From a dataset of the Open Reaction Database (ORD), a public repository of structured organic reaction records. describe an organic reaction: reactants, conditions, products, and yield Reactants: O1COC2=C1C=CC(=C2)S(=O)(=O)N(C[C@H]([C@H](CC2=CC=C(C=C2)O)NC(O[C@H]2CO[C@H]1OCC[C@H]12)=O)O)CC(C)C ((3R,3aS,6aR)-hexahydrofuro[2,3-b]furan-3-yl (1S,2R)-3-[(1,3-benzodioxol-5-ylsulfonyl)(isobutyl)amino]-2-hydroxy-1 (4-hydroxybenzyl)propylcarbamate), ClC1=NC=C(C=C1)[N+](=O)[O-] (2-chloro-5-nitropyridine), C([O-])([O-])=O.[Cs+].[Cs+] (cesium carbonate). Run in CN(C=O)C (dimethyl formamide), C(C)(=O)OCC (ethyl acetate). Run at time 12 hour. Product: O1COC2=C1C=CC(=C2)S(=O)(=O)N(C[C@H]([C@H](CC2=CC=C(C=C2)OC2=NC=C(C=C2)[N+](=O)[O-])NC(O[C@H]2CO[C@H]1OCC[C@H]12)=O)O)CC(C)C ((3R,3aS,6aR)-hexahydrofuro[2,3-b]furan-3-yl (1S,2R)-3-[(1,3-benzodioxol-5-ylsulfonyl)(isobutyl)amino]-2-hydroxy-1-{4-[(5-nitro-2-pyridinyl)oxy]benzyl}propylcarbamate). Isolated yield 53.2%. As a reaction SMILES: [O:1]1[C:5]2[CH:6]=[CH:7][C:8]([S:10]([N:13]([CH2:38][CH:39]([CH3:41])[CH3:40])[CH2:14][C@@H:15]([OH:37])[C@@H:16]([NH:25][C:26](=[O:36])[O:27][C@@H:28]3[C@H:35]4[C@H:31]([O:32][CH2:33][CH2:34]4)[O:30][CH2:29]3)[CH2:17][C:18]3[CH:23]=[CH:22][C:21]([OH:24])=[CH:20][CH:19]=3)(=[O:12])=[O:11])=[CH:9][C:4]=2[O:3][CH2:2]1.Cl[C:43]1[CH:48]=[CH:47][C:46]([N+:49]([O-:51])=[O:50])=[CH:45][N:44]=1.C(=O)([O-])[O-].[Cs+].[Cs+]>CN(C)C=O.C(OCC)(=O)C>[O:1]1[C:5]2[CH:6]=[CH:7][C:8]([S:10]([N:13]([CH2:38][CH:39]([CH3:41])[CH3:40])[CH2:14][C@@H:15]([OH:37])[C@@H:16]([NH:25][C:26](=[O:36])[O:27][C@@H:28]3[C@H:35]4[C@H:31]([O:32][CH2:33][CH2:34]4)[O:30][CH2:29]3)[CH2:17][C:18]3[CH:23]=[CH:22][C:21]([O:24][C:43]4[CH:48]=[CH:47][C:46]([N+:49]([O-:51])=[O:50])=[CH:45][N:44]=4)=[CH:20][CH:19]=3)(=[O:12])=[O:11])=[CH:9][C:4]=2[O:3][CH2:2]1 |f:2.3.4|. Procedure details: A mixture of 59 mg (0.1 mmol) of (3R,3aS,6aR)-hexahydrofuro[2,3-b]furan-3-yl (1S,2R)-3-[(1,3-benzodioxol-5-ylsulfonyl)(isobutyl)amino]-2-hydroxy-1 (4-hydroxybenzyl)propylcarbamate, 42 mg (0.3 mmol) of 2-chloro-5-nitropyridine and 65 mg (0.2 mmol) of cesium carbonate in 0.5 mL of dimethyl formamide was stirred at rt for 12 h. The mixture was diluted with ethyl acetate and extracted with water. Evaporation of the solvent and chromatography on silica gel (1:1 ethyl acetate/hexane) gave the title co... The reactants are ice water, C(#N)C=1C=C2C(CC(=NC2=CC1)C1=C(C=CC=C1)OC)=O (6-cyano-2-(2-methoxyphenyl)-4-quinolone), [OH-].[K+] (potassium hydroxide), Cl (hydrochloric acid), CO (methanol). Product: compound, COC1=C(C=CC=C1)C1=NC2=CC=C(C=C2C(C1)=O)C(=O)O (2-(2-methoxyphenyl)-4-quinolone-6-carboxylic acid). Reaction SMILES: [C:1]([C:3]1[CH:4]=[C:5]2[C:10](=[CH:11][CH:12]=1)[N:9]=[C:8]([C:13]1[CH:18]=[CH:17][CH:16]=[CH:15][C:14]=1[O:19][CH3:20])[CH2:7][C:6]2=[O:21])#N.[OH-:22].[K+].Cl.C[OH:26]>>[CH3:20][O:19][C:14]1[CH:15]=[CH:16][CH:17]=[CH:18][C:13]=1[C:8]1[CH2:7][C:6](=[O:21])[C:5]2[C:10](=[CH:11][CH:12]=[C:3]([C:1]([OH:26])=[O:22])[CH:4]=2)[N:9]=1 |f:1.2|. Procedure: The compound of example 57 was prepared in the following manner: to 4 grams of 6-cyano-2-(2-methoxyphenyl)-4-quinolone were added 3 grams of potassium hydroxide and 100 ml. of methanol, the mixture was heated to reflux for 4 hours, then poured into ice water. The mixture was adjusted to pH 3 with 10% hydrochloric acid, and crystals which separate out therefrom were collected by filtration and recrystallized from dimethyl formamide to give 2.7 grams of the desired 2-(2-methoxyphenyl)-4-quinolone-...